From a dataset of the Open Reaction Database (ORD), a public repository of structured organic reaction records. describe an organic reaction: reactants, conditions, products, and yield Reactants: ClCCCl, O=C(O)Cn1nc(-c2ccc(Cl)cc2)n(Cc2ccccc2F)c1=O, NCCc1ccccc1C(F)(F)F, CN(C)C=O, On1nnc2ccccc21. Yields the product O=C(Cn1nc(-c2ccc(Cl)cc2)n(Cc2ccccc2F)c1=O)NCCc1ccccc1C(F)(F)F. RXN SMILES: [CH2:36]([Cl:37])[CH2:38][Cl:39].[Cl:1][c:2]1[cH:3][cH:4][c:5](-[c:8]2[n:9][n:10]([CH2:22][C:23](=[O:24])[OH:25])[c:11](=[O:21])[n:12]2[CH2:13][c:14]2[c:15]([F:20])[cH:16][cH:17][cH:18][cH:19]2)[cH:6][cH:7]1.[F:40][C:41]([c:42]1[c:43]([CH2:48][CH2:49][NH2:50])[cH:44][cH:45][cH:46][cH:47]1)([F:51])[F:52].[O:53]=[CH:54][N:55]([CH3:56])[CH3:57].[OH:26][n:27]1[c:28]2[c:29]([cH:30][cH:31][cH:32][cH:33]2)[n:34][n:35]1>>[Cl:1][c:2]1[cH:3][cH:4][c:5](-[c:8]2[n:9][n:10]([CH2:22][C:23](=[O:24])[NH:50][CH2:49][CH2:48][c:43]3[c:42]([C:41]([F:40])([F:51])[F:52])[cH:47][cH:46][cH:45][cH:44]3)[c:11](=[O:21])[n:12]2[CH2:13][c:14]2[c:15]([F:20])[cH:16][cH:17][cH:18][cH:19]2)[cH:6][cH:7]1. Starting materials: CC(O)c1csc(Br)n1, ClCCl, O=S(Br)Br, c1ccncc1. Yields the product CC(Br)c1csc(Br)n1. As a reaction SMILES: [Br:5][c:6]1[s:7][cH:8][c:9]([CH:11]([CH3:12])[OH:13])[n:10]1.[Cl:20][CH2:21][Cl:22].[S:1]([Br:2])([Br:3])=[O:4].[cH:14]1[cH:15][cH:16][n:17][cH:18][cH:19]1>>[Br:3][CH:11]([c:9]1[cH:8][s:7][c:6]([Br:5])[n:10]1)[CH3:12].